This data is from the Open Reaction Database (ORD), a public repository of structured organic reaction records. The task is: describe an organic reaction: reactants, conditions, products, and yield Starting materials: O.NN (Hydrazine hydrate), ClC1=CC=C(C=N1)CN1C(C=2C(C1=O)=CC=CC2)=O (N-(6-chloro-3-pyridylmethyl) phthalimide), Cl (hydrochloric acid). The solvent is C(C)O (ethanol). Run at temperature 20 celsius. Product: ClC1=CC=C(C=N1)CN (6-chloro-3-pyridylmethylamine). The yield is 91.2%. Reaction SMILES: O.NN.[Cl:4][C:5]1[N:10]=[CH:9][C:8]([CH2:11][N:12]2C(=O)C3=CC=CC=C3C2=O)=[CH:7][CH:6]=1.Cl>C(O)C>[Cl:4][C:5]1[N:10]=[CH:9][C:8]([CH2:11][NH2:12])=[CH:7][CH:6]=1 |f:0.1|. Procedure details: Hydrazine hydrate (2.00 ml, 0.04 mol) was added at ambient temperature (20° C.) to a solution of N-(6-chloro-3-pyridylmethyl) phthalimide (10.70 g, 0.039 mol) in ethanol (150 ml), and the resulting solution was heated under reflux for 4 hours before being cooled to ambient temperature (20° C.). 25% w/v aqueous hydrochloric acid (60 ml) was added directly and the resulting mixture was heated under reflux for 1 hour. The reaction mixture was then cooled to ambient temperature (20° C.), filtered an... Starting materials: O=C([O-])[O-], C1COCCO1, C=Cc1ccnc(Cl)n1, [Cs+], [Cs+], Cc1cc(N)cc(-c2cnc(C3(O)CCC3)s2)c1, CC(=O)[O-], CC(=O)[O-], [Pd+2]. Product: C=Cc1ccnc(Nc2cc(C)cc(-c3cnc(C4(O)CCC4)s3)c2)n1. Reaction SMILES: [C:28](=[O:29])([O-:30])[O-:31].[CH2:34]1[O:35][CH2:36][CH2:37][O:38][CH2:39]1.[Cl:1][c:2]1[n:3][cH:4][cH:5][c:6]([CH:8]=[CH2:9])[n:7]1.[Cs+:32].[Cs+:33].[NH2:10][c:11]1[cH:12][c:13](-[c:18]2[cH:19][n:20][c:21]([C:23]3([OH:27])[CH2:24][CH2:25][CH2:26]3)[s:22]2)[cH:14][c:15]([CH3:17])[cH:16]1.[O-:41][C:42]([CH3:43])=[O:44].[O-:45][C:46]([CH3:47])=[O:48].[Pd+2:40]>>[c:2]1([NH:10][c:11]2[cH:12][c:13](-[c:18]3[cH:19][n:20][c:21]([C:23]4([OH:27])[CH2:24][CH2:25][CH2:26]4)[s:22]3)[cH:14][c:15]([CH3:17])[cH:16]2)[n:3][cH:4][cH:5][c:6]([CH:8]=[CH2:9])[n:7]1. Product: CCOC(CNC(=N)c1ccc(F)cc1)OCC. Reactants: CCOC(CN)OCC, CCO, Cl, CCOC(=N)c1ccc(F)cc1. RXN SMILES: [CH2:14]([CH3:15])[O:16][CH:17]([CH2:18][NH2:19])[O:20][CH2:21][CH3:22].[CH3:23][CH2:24][OH:25].[ClH:1].[F:2][c:3]1[cH:4][cH:5][c:6]([C:7]([O:8][CH2:9][CH3:10])=[NH:11])[cH:12][cH:13]1>>[F:2][c:3]1[cH:4][cH:5][c:6]([C:7](=[NH:11])[NH:19][CH2:18][CH:17]([O:16][CH2:14][CH3:15])[O:20][CH2:21][CH3:22])[cH:12][cH:13]1. The reactants are C(CCC)[Li] (n-butyl lithium), BrC1=C(C=O)C=CN=C1 (3-bromoisonicotinaldehyde). The reagents and catalysts are [Br-].C[P+](C1=CC=CC=C1)(C1=CC=CC=C1)C1=CC=CC=C1 (methyltriphenylphosphonium bromide). Run in O1CCCC1 (tetrahydrofuran), O1CCCC1 (tetrahydrofuran), O (water). Conditions: time 40 minute. Yields the product BrC=1C=NC=CC1C=C (3-bromo-4-vinylpyridine). As a reaction SMILES: [CH2:1]([Li])CCC.[Br:6][C:7]1[CH:14]=[N:13][CH:12]=[CH:11][C:8]=1[CH:9]=O>[Br-].C[P+](C1C=CC=CC=1)(C1C=CC=CC=1)C1C=CC=CC=1.O1CCCC1.O>[Br:6][C:7]1[CH:14]=[N:13][CH:12]=[CH:11][C:8]=1[CH:9]=[CH2:1] |f:2.3|. Procedure details: To a stirred suspension of methyltriphenylphosphonium bromide in dry tetrahydrofuran (15 mL) at 0° C. was added n-butyl lithium (3.87 mL, 3.87 mmol) with constant stirring, yellow colour was observed. The yellow colour suspension was allowed to stir at room temperature for 40 min. After 40 min, the reaction mixture was cooled to 0° C. and 3-bromoisonicotinaldehyde (0.6 g, 3.23 mmol) in tetrahydrofuran (5 mL) was added drop wise, the yellow colour was disappeared. Reaction mass was allowed to sti... Starting materials: OC1=CC(=CC(=N1)OC1=CC(=NN1C)C(F)(F)F)C (6-hydroxy-2-(1-methyl-3-trifluoromethylpyrazol-5-yloxy)-4-methylpyridine), FC(C=CCO)(F)F (4,4,4-trifluorobut-2-en-1-ol), C1(=CC=CC=C1)P(C1=CC=CC=C1)C1=CC=CC=C1 (triphenylphosphine), N(=NC(=O)OCC)C(=O)OCC (diethyl azodicarboxylate). The solvent is O1CCOCC1 (dioxane), CCCCC.C(C)(=O)OCC (pentane ethyl acetate). Run at time 1.5 hour. Product: CN1N=C(C=C1OC1=NC(=CC(=C1)C)OC\C=C\C(F)(F)F)C(F)(F)F ((E)-2-(1-Methyl-3-trifluoromethylpyrazol-5-yloxy)-4-methyl-6-(4,4,4-trifluorobut-2-enyloxy)pyridine). Isolated yield 99.4%. As a reaction SMILES: [OH:1][C:2]1[N:7]=[C:6]([O:8][C:9]2[N:13]([CH3:14])[N:12]=[C:11]([C:15]([F:18])([F:17])[F:16])[CH:10]=2)[CH:5]=[C:4]([CH3:19])[CH:3]=1.[F:20][C:21]([F:27])([F:26])[CH:22]=[CH:23][CH2:24]O.C1(P(C2C=CC=CC=2)C2C=CC=CC=2)C=CC=CC=1.N(C(OCC)=O)=NC(OCC)=O>O1CCOCC1.CCCCC.C(OCC)(=O)C>[CH3:14][N:13]1[C:9]([O:8][C:6]2[CH:5]=[C:4]([CH3:19])[CH:3]=[C:2]([O:1][CH2:24]/[CH:23]=[CH:22]/[C:21]([F:27])([F:26])[F:20])[N:7]=2)=[CH:10][C:11]([C:15]([F:18])([F:17])[F:16])=[N:12]1 |f:5.6|. Reported procedure: A mixture of 6-hydroxy-2-(1-methyl-3-trifluoromethylpyrazol-5-yloxy)-4-methylpyridine (0.8 g, 2.93 mmol), 4,4,4-trifluorobut-2-en-1-ol (0.44 g, 3.5 mmol), triphenylphosphine (0.92 g, 3.51 mmol) and diethyl azodicarboxylate (0.61 g, 3.51 mmol) in dry dioxane (3 ml) is stirred for 1.5 h at ambient temperature. The reaction mixture is diluted with pentane/ethyl acetate (by volume ration 1/1) and filtered through a bed of silica gel. The filtrate is washed with water. The organic layer is dried with... As a reaction SMILES: [Cl:1][C:2]1[CH:3]=[CH:4][C:5]([N:16]2[CH:20]=[N:19][N:18]=[C:17]2[CH2:21][N:22]2[C:26](=[O:27])[C:25]3=[CH:28][CH:29]=[CH:30][CH:31]=[C:24]3[C:23]2=[O:32])=[C:6]([CH:15]=1)[C:7]([C:9]1[CH:14]=[CH:13][CH:12]=[CH:11][CH:10]=1)=[O:8].[Cl:33]NC(=O)CCCCC>>[Cl:1][C:2]1[CH:3]=[CH:4][C:5]([N:16]2[C:17]([CH2:21][N:22]3[C:26](=[O:27])[C:25]4=[CH:28][CH:29]=[CH:30][CH:31]=[C:24]4[C:23]3=[O:32])=[N:18][N:19]=[C:20]2[Cl:33])=[C:6]([CH:15]=1)[C:7]([C:9]1[CH:14]=[CH:13][CH:12]=[CH:11][CH:10]=1)=[O:8]. Procedure: Following the procedure of Example 1, 5-chloro-2-(3-phthalimidomethyl-4H-1,2,4-triazol-4-yl)benzophenone is reacted with N-chlorohexanoamide to form 5-chloro-2-(3-chloro-5-phthalimidomethyl-4H-1,2,4-triazol-4-yl)benzophenone. Yields the product ClC=1C=CC(=C(C(=O)C2=CC=CC=C2)C1)N1C(=NN=C1CN1C(C=2C(C1=O)=CC=CC2)=O)Cl (5-chloro-2-(3-chloro-5-phthalimidomethyl-4H-1,2,4-triazol-4-yl)benzophenone). Starting materials: ClC=1C=CC(=C(C(=O)C2=CC=CC=C2)C1)N1C(=NN=C1)CN1C(C=2C(C1=O)=CC=CC2)=O (5-chloro-2-(3-phthalimidomethyl-4H-1,2,4-triazol-4-yl)benzophenone), ClNC(CCCCC)=O (N-chlorohexanoamide). The reactants are C(C)(=O)NC=1SC=C(N1)C=CC=O (2-acetylamino-4-(2-formylvinyl)thiazole), [H][H] (hydrogen). The reagents and catalysts are [Pd] (palladium on carbon). Solvent: CN(C=O)C (N,N-dimethylformamide). Run at time 4.5 hour. Product: C(C)(=O)NC=1SC=C(N1)CCC=O (2-acetylamino-4-(2-formylethyl)thiazole). The yield is 91.0%. RXN SMILES: [C:1]([NH:4][C:5]1[S:6][CH:7]=[C:8]([CH:10]=[CH:11][CH:12]=[O:13])[N:9]=1)(=[O:3])[CH3:2].[H][H]>CN(C)C=O.[Pd]>[C:1]([NH:4][C:5]1[S:6][CH:7]=[C:8]([CH2:10][CH2:11][CH:12]=[O:13])[N:9]=1)(=[O:3])[CH3:2]. Procedure: To a solution of 2-acetylamino-4-(2-formylvinyl)thiazole (2.24 g) in N,N-dimethylformamide was added 10% palladium on carbon (11.2 g) and hydrogen gas was bubbled thereinto for 4.5 hours. The reaction mixture was filtered and the filtrate was concentrated. The residue was purified by column chromatography on silica gel eluting with a mixture of chloroform and methanol (10:1 V/V) to give 2-acetylamino-4-(2-formylethyl)thiazole (2.06 g).